From a dataset of the Open Reaction Database (ORD), a public repository of structured organic reaction records. describe an organic reaction: reactants, conditions, products, and yield Product: CCC(C)C(C(=O)O)N1CCN(Cc2cccc(COC(c3ccccc3)(c3ccccc3)c3ccccc3)n2)C1=O. RXN SMILES: [CH3:1][CH:2]([CH:3]([C:4](=[O:5])[O:6][C:7]([CH3:8])([CH3:9])[CH3:10])[N:11]1[C:12](=[O:44])[N:13]([CH2:16][c:17]2[n:18][c:19]([CH2:23][O:24][C:25]([c:26]3[cH:27][cH:28][cH:29][cH:30][cH:31]3)([c:32]3[cH:33][cH:34][cH:35][cH:36][cH:37]3)[c:38]3[cH:39][cH:40][cH:41][cH:42][cH:43]3)[cH:20][cH:21][cH:22]2)[CH2:14][CH2:15]1)[CH2:45][CH3:46].[Cl:47][CH2:48][Cl:49].[OH:50][C:51]([C:52]([F:53])([F:54])[F:55])=[O:56]>>[CH3:1][CH:2]([CH:3]([C:4](=[O:5])[OH:6])[N:11]1[C:12](=[O:44])[N:13]([CH2:16][c:17]2[n:18][c:19]([CH2:23][O:24][C:25]([c:26]3[cH:27][cH:28][cH:29][cH:30][cH:31]3)([c:32]3[cH:33][cH:34][cH:35][cH:36][cH:37]3)[c:38]3[cH:39][cH:40][cH:41][cH:42][cH:43]3)[cH:20][cH:21][cH:22]2)[CH2:14][CH2:15]1)[CH2:45][CH3:46]. Starting materials: CCC(C)C(C(=O)OC(C)(C)C)N1CCN(Cc2cccc(COC(c3ccccc3)(c3ccccc3)c3ccccc3)n2)C1=O, ClCCl, O=C(O)C(F)(F)F. The reactants are C1(=CC=CC=C1)B(O)O (phenylboronic acid), BrC=1SC=C(N1)Br (2,4-dibromothiazole). Reagents/catalysts: C=1C=CC(=CC1)[P](C=2C=CC=CC2)(C=3C=CC=CC3)[Pd]([P](C=4C=CC=CC4)(C=5C=CC=CC5)C=6C=CC=CC6)([P](C=7C=CC=CC7)(C=8C=CC=CC8)C=9C=CC=CC9)[P](C=1C=CC=CC1)(C=1C=CC=CC1)C=1C=CC=CC1 (tetrakis(triphenylphosphine)palladium). Product: C1(=CC=CC=C1)C=1SC=C(N1)Br (2-phenyl-4-bromothiazole). Isolated yield 71.8%. Reaction SMILES: [C:1]1(B(O)O)[CH:6]=[CH:5][CH:4]=[CH:3][CH:2]=1.Br[C:11]1[S:12][CH:13]=[C:14]([Br:16])[N:15]=1>C1C=CC([P]([Pd]([P](C2C=CC=CC=2)(C2C=CC=CC=2)C2C=CC=CC=2)([P](C2C=CC=CC=2)(C2C=CC=CC=2)C2C=CC=CC=2)[P](C2C=CC=CC=2)(C2C=CC=CC=2)C2C=CC=CC=2)(C2C=CC=CC=2)C2C=CC=CC=2)=CC=1>[C:1]1([C:11]2[S:12][CH:13]=[C:14]([Br:16])[N:15]=2)[CH:6]=[CH:5][CH:4]=[CH:3][CH:2]=1 |^1:20,22,41,60|. Reported procedure: A flask containing 238 mg of tetrakis(triphenylphosphine)palladium, 0.55 g of phenylboronic acid, and 1.00 g of 2,4-dibromothiazole was purged with nitrogen and then charged with 30 ml of toluene, 6.1 ml of ethanol, and 9.1 ml of a 2 M aqueous solution of sodium carbonate, and the mixture was stirred under reflux for 6 hours. After cooling to room temperature, 50 ml of water was added to the reaction mixture and two extractions were conducted with 50 ml of ethyl acetate. After being washed with ... Reactants: CCOC(OCC)c1ccc(Br)cc1F, [Li]CCCC, CC(C)=O. The product is CCOC(OCC)c1ccc(C(C)(C)O)cc1F. RXN SMILES: [Br:1][c:2]1[cH:3][c:4]([F:15])[c:5]([CH:8]([O:9][CH2:10][CH3:11])[O:12][CH2:13][CH3:14])[cH:6][cH:7]1.[CH3:16][CH2:17][CH2:18][CH2:19][Li:20].[CH3:21][C:22]([CH3:23])=[O:24]>>[c:2]1([C:22]([CH3:21])([CH3:23])[OH:24])[cH:3][c:4]([F:15])[c:5]([CH:8]([O:9][CH2:10][CH3:11])[O:12][CH2:13][CH3:14])[cH:6][cH:7]1. Reaction SMILES: [CH3:1][O:2][C:3]1[CH:4]=[C:5]([CH:31]=[CH:32][C:33]=1[O:34][CH3:35])[CH2:6][CH:7]1[C:16]2[C:11](=[C:12]([OH:19])[CH:13]=[CH:14][C:15]=2[O:17][CH3:18])[CH2:10][CH2:9][N:8]1[CH2:20][C:21]([NH:23][CH2:24][C:25]1[CH:30]=[CH:29][CH:28]=[CH:27][N:26]=1)=[O:22].[CH2:36](Br)[CH2:37][CH3:38]>>[CH3:1][O:2][C:3]1[CH:4]=[C:5]([CH:31]=[CH:32][C:33]=1[O:34][CH3:35])[CH2:6][CH:7]1[C:16]2[C:11](=[C:12]([O:19][CH2:36][CH2:37][CH3:38])[CH:13]=[CH:14][C:15]=2[O:17][CH3:18])[CH2:10][CH2:9][N:8]1[CH2:20][C:21]([NH:23][CH2:24][C:25]1[CH:30]=[CH:29][CH:28]=[CH:27][N:26]=1)=[O:22]. Product: COC=1C=C(CC2N(CCC3=C(C=CC(=C23)OC)OCCC)CC(=O)NCC2=NC=CC=C2)C=CC1OC (2-[1-(3,4-dimethoxy-benzyl)-5-propoxy-8-methoxy-3,4-dihydro-1H-isoquinolin-2-yl]-N-(pyridin-2-yl-methyl)-acetamide). Starting materials: COC=1C=C(CC2N(CCC3=C(C=CC(=C23)OC)O)CC(=O)NCC2=NC=CC=C2)C=CC1OC (2-[1-(3,4-dimethoxy-benzyl)-5-hydroxy-8-methoxy-3,4-dihydro-1H-isoquinolin-2-yl]-N-(pyridin-2-yl-methyl)-acetamide), C(CC)Br (propyl bromide). Reported procedure: prepared by reaction of 2-[1-(3,4-dimethoxy-benzyl)-5-hydroxy-8-methoxy-3,4-dihydro-1H-isoquinolin-2-yl]-N-(pyridin-2-yl-methyl)-acetamide with propyl bromide Reported procedure: Bromine (0.8 mmol) was added to a solution of the 4-fluoro-2-(4′-aminophenyl) benzothiazole prepared as described in Example 3 (0.8 mmol) in dichloromethane (20 ml) at 10° C. The resulting solution was stirred for 10 min, then poured into water/ice (10 ml). The organic layer was removed and washed with 10% sodium thiosulfate (10 ml), water (10 ml) and evaporated. The product was purified by column chromatography (dichloromethane) to leave a white solid. Reaction conditions: time 10 minute. Yields the product FC1=CC=CC2=C1N=C(S2)C2=CC(=C(C=C2)N)Br (4-Fluoro-2-(4′amino-3′-bromophenyl)benzothiazole). The reactants are water ice, BrBr (Bromine), FC1=CC=CC2=C1N=C(S2)C2=CC=C(C=C2)N (4-fluoro-2-(4′-aminophenyl) benzothiazole), Example 3. Run in ClCCl (dichloromethane). As a reaction SMILES: [Br:1]Br.[F:3][C:4]1[C:9]2[N:10]=[C:11]([C:13]3[CH:18]=[CH:17][C:16]([NH2:19])=[CH:15][CH:14]=3)[S:12][C:8]=2[CH:7]=[CH:6][CH:5]=1>ClCCl>[F:3][C:4]1[C:9]2[N:10]=[C:11]([C:13]3[CH:18]=[CH:17][C:16]([NH2:19])=[C:15]([Br:1])[CH:14]=3)[S:12][C:8]=2[CH:7]=[CH:6][CH:5]=1. The reactants are Br.C(C)(=O)O (hydrogen bromide acetic acid), COC=1C=C(C=CC1)C(CSC#N)=O (2-(3-methoxyphenyl)-2-oxoethyl thiocyanate), O (Water). The solvent is C(C)(=O)O (acetic acid). Run at temperature 130 celsius, time 1 hour. Product: BrC=1SC=C(N1)C1=CC(=CC=C1)OC (2-Bromo-4-(3-methoxyphenyl)-1,3-thiazole). The yield is 44.8%. RXN SMILES: [BrH:1].C(O)(=O)C.[CH3:6][O:7][C:8]1[CH:9]=[C:10]([C:14](=O)[CH2:15][S:16][C:17]#[N:18])[CH:11]=[CH:12][CH:13]=1.O>C(O)(=O)C>[Br:1][C:17]1[S:16][CH:15]=[C:14]([C:10]2[CH:11]=[CH:12][CH:13]=[C:8]([O:7][CH3:6])[CH:9]=2)[N:18]=1 |f:0.1|. Procedure: A 25% hydrogen bromide/acetic acid (65 ml) solution was added to a solution of 2-(3-methoxyphenyl)-2-oxoethyl thiocyanate (6.50 g, 31.4 mmol) in acetic acid (65 ml), and the mixture was stirred at 130° C. for 2 hours and at room temperature for 1 hour. Water was poured to the reaction mixture, and the mixture was extracted with chloroform. The extract was washed with water, and dried over anhydrous magnesium sulfate, and the solvent was distilled off under reduced pressure. The residue was purif... Reactants: CCOC(=O)CP(=O)(OCC)OCC, COc1ccc(OCCCCCCBr)c(Cl)c1, [K], Cc1ccccc1C. Yields the product CCOC(=O)C(CCCCCCOc1ccc(OC)cc1Cl)P(=O)(OCC)OCC. RXN SMILES: [CH3:2][CH2:3][O:4][C:5](=[O:6])[CH2:7][P:8](=[O:9])([O:10][CH2:11][CH3:12])[O:13][CH2:14][CH3:15].[Cl:16][c:17]1[c:18]([O:19][CH2:20][CH2:21][CH2:22][CH2:23][CH2:24][CH2:25][Br:26])[cH:27][cH:28][c:29]([O:31][CH3:32])[cH:30]1.[K:1].[c:33]1([CH3:34])[c:35]([CH3:36])[cH:37][cH:38][cH:39][cH:40]1>>[CH3:2][CH2:3][O:4][C:5](=[O:6])[CH:7]([P:8](=[O:9])([O:10][CH2:11][CH3:12])[O:13][CH2:14][CH3:15])[CH2:25][CH2:24][CH2:23][CH2:22][CH2:21][CH2:20][O:19][c:18]1[c:17]([Cl:16])[cH:30][c:29]([O:31][CH3:32])[cH:28][cH:27]1. Reactants: ClC1=C(C=C(C=C1)S(=O)(=O)N(COC)C=1C(=NC=C(C1)Cl)C=O)C(F)(F)F (4-chloro-N-(5-chloro-2-formyl-pyridin-3-yl)-N-methoxymethyl-3-trifluoromethyl-benzenesulfonamide), O (water), Cl (HCl). The solvent is O1CCOCC1 (dioxane), O1CCOCC1 (dioxane). Reaction conditions: temperature 80 celsius. The product is ClC1=C(C=C(C=C1)S(=O)(=O)NC=1C(=NC=C(C1)Cl)C=O)C(F)(F)F (4-chloro-N-(5-chloro-2-formyl-pyridin-3-yl)-3-trifluoromethyl-benzenesulfonamide). As a reaction SMILES: [Cl:1][C:2]1[CH:7]=[CH:6][C:5]([S:8]([N:11]([C:15]2[C:16]([CH:22]=[O:23])=[N:17][CH:18]=[C:19]([Cl:21])[CH:20]=2)COC)(=[O:10])=[O:9])=[CH:4][C:3]=1[C:24]([F:27])([F:26])[F:25].O.Cl>O1CCOCC1>[Cl:1][C:2]1[CH:7]=[CH:6][C:5]([S:8]([NH:11][C:15]2[C:16]([CH:22]=[O:23])=[N:17][CH:18]=[C:19]([Cl:21])[CH:20]=2)(=[O:10])=[O:9])=[CH:4][C:3]=1[C:24]([F:25])([F:27])[F:26]. Procedure details: The unpurified aldehyde from the previous reaction was magnetically stirred in dioxane (20 mL), water (20 mL), and 4N HCl in dioxane (40 mL); and heated at 80° C. (oil bath) overnight. LCMS indicated complete reaction; the reaction was concentrated and the residue was neutralized (pH 6) with aqueous sodium bicarbonate and extracted with ethyl acetate (3×80 mL). The extracts were dried (Na2SO4), filtered, and purified by flash column chromatography on silica gel using ethyl acetate-hexane to prov... The reactants are OCCNC(=O)C=1C=NN(C1)C1=CC=C(C=C1)OCCCN1[C@@H](CCC1)C (N-(2-hydroxyethyl)-1-(4-{3-[(2R)-2-methylpyrrolidin-1-yl]propoxy}phenyl)-1H-pyrazole-4-carboxamide), C(C)(C)(C)[Si](C)(C)Cl (tert-butylchlorodimethylsilane), N1C=NC=C1 (imidazole), CN(C=O)C (N,N-dimethylformamide). The solvent is [Cl-].[Na+].O (brine). Reaction conditions: time 8 hour. The product is [Si](C)(C)(C(C)(C)C)OCCNC(=O)C=1C=NN(C1)C1=CC=C(C=C1)OCCCN1[C@@H](CCC1)C (N-{2-(tert-butyldimethylsilyloxy)ethyl}-1-(4-{3-[(2R)-2-methylpyrrolidin-1-yl]propoxy}phenyl)-1H-pyrazole-4-carboxamide). Yield: 84.2%. As a reaction SMILES: [OH:1][CH2:2][CH2:3][NH:4][C:5]([C:7]1[CH:8]=[N:9][N:10]([C:12]2[CH:17]=[CH:16][C:15]([O:18][CH2:19][CH2:20][CH2:21][N:22]3[CH2:26][CH2:25][CH2:24][C@H:23]3[CH3:27])=[CH:14][CH:13]=2)[CH:11]=1)=[O:6].[C:28]([Si:32](Cl)([CH3:34])[CH3:33])([CH3:31])([CH3:30])[CH3:29].N1C=CN=C1.CN(C)C=O>[Cl-].[Na+].O>[Si:32]([O:1][CH2:2][CH2:3][NH:4][C:5]([C:7]1[CH:8]=[N:9][N:10]([C:12]2[CH:17]=[CH:16][C:15]([O:18][CH2:19][CH2:20][CH2:21][N:22]3[CH2:26][CH2:25][CH2:24][C@H:23]3[CH3:27])=[CH:14][CH:13]=2)[CH:11]=1)=[O:6])([C:28]([CH3:31])([CH3:30])[CH3:29])([CH3:34])[CH3:33] |f:4.5.6|. Procedure: A mixture of N-(2-hydroxyethyl)-1-(4-{3-[(2R)-2-methylpyrrolidin-1-yl]propoxy}phenyl)-1H-pyrazole-4-carboxamide prepared in Example 66 (0.500 g), tert-butylchlorodimethylsilane (0.303 g), imidazole (0.273 g) and N,N-dimethylformamide (5.0 mL) was stirred overnight at room temperature. The reaction mixture was diluted with brine and extracted with ethyl acetate. The organic layer was dried over magnesium sulfate and concentrated under reduced pressure. The resulting residue was purified by silica... Starting materials: OBO, Clc1ccc(Br)cc1, COc1ccccc1CNC1CCC(N(C)C(=O)OC(C)(C)C)CC1. Yields the product COc1ccc(-c2ccc(Cl)cc2)cc1CNC1CCC(N(C)C(=O)OC(C)(C)C)CC1. As a reaction SMILES: [BH:1]([OH:2])[OH:3].[Br:29][c:30]1[cH:31][cH:32][c:33]([Cl:36])[cH:34][cH:35]1.[C:4](=[O:5])([O:6][C:7]([CH3:8])([CH3:9])[CH3:10])[N:11]([CH:12]1[CH2:13][CH2:14][CH:15]([NH:18][CH2:19][c:20]2[cH:21][cH:22][cH:23][cH:24][c:25]2[O:26][CH3:27])[CH2:16][CH2:17]1)[CH3:28]>>[C:4](=[O:5])([O:6][C:7]([CH3:8])([CH3:9])[CH3:10])[N:11]([CH:12]1[CH2:13][CH2:14][CH:15]([NH:18][CH2:19][c:20]2[cH:21][c:22](-[c:30]3[cH:31][cH:32][c:33]([Cl:36])[cH:34][cH:35]3)[cH:23][cH:24][c:25]2[O:26][CH3:27])[CH2:16][CH2:17]1)[CH3:28].